From a dataset of the Open Reaction Database (ORD), a public repository of structured organic reaction records. describe an organic reaction: reactants, conditions, products, and yield The reactants are acid, C(C)O (ethanol), OC1(CCN2C=NC=C21)C=2C=C1C=CC(=CC1=CC2)C(=O)NC (6-(7-Hydroxy-6,7-dihydro-5H-pyrrolo[1,2-c]imidazol-7-yl)-N-methyl-2-naphthamide), C(C)O (ethanol). Conditions: temperature 50 celsius, time 4 hour. Product: OC1=C2N(C=N1)CC[C@H]2C=2C=C1C=CC(=CC1=CC2)C(=O)NC (6-((7S)-hydroxy-6,7-dihydro-5H-pyrrolo[1,2-c]imidazol-7-yl)-N-methyl-2-naphthamide). Yield: 25.0%. As a reaction SMILES: O[C:2]1([C:10]2[CH:11]=[C:12]3[C:17](=[CH:18][CH:19]=2)[CH:16]=[C:15]([C:20]([NH:22][CH3:23])=[O:21])[CH:14]=[CH:13]3)[C:9]2[N:5]([CH:6]=[N:7][CH:8]=2)[CH2:4][CH2:3]1.C([OH:26])C>>[OH:26][C:8]1[N:7]=[CH:6][N:5]2[CH2:4][CH2:3][C@@H:2]([C:10]3[CH:11]=[C:12]4[C:17](=[CH:18][CH:19]=3)[CH:16]=[C:15]([C:20]([NH:22][CH3:23])=[O:21])[CH:14]=[CH:13]4)[C:9]=12. Reported procedure: 6-(7-Hydroxy-6,7-dihydro-5H-pyrrolo[1,2-c]imidazol-7-yl)-N-methyl-2-naphthamide (5.20 kg, 16.9 mol), ethanol (130 L) and activated carbon (260 g) were stirred at room temperature, and the insoluble material was filtered off, and washed with ethanol (15.6 L). The above-mentioned operations were repeated three times. The filtrates and washings were combined, and (2S,3S)-tartranilic acid (15.95 kg, 70.8 mol) and ethanol (20.8 L) were added thereto. The mixture was heated to about 50° C., allowed to... The reactants are Clc1ccc(C(c2ccc(Cl)cc2)N2CC(Sc3ccccc3)C2)cc1, ClCCl, O=C(OO)c1cccc(Cl)c1. The product is O=S(c1ccccc1)C1CN(C(c2ccc(Cl)cc2)c2ccc(Cl)cc2)C1. As a reaction SMILES: [Cl:12][c:13]1[cH:14][cH:15][c:16]([CH:19]([N:20]2[CH2:21][CH:22]([S:24][c:25]3[cH:26][cH:27][cH:28][cH:29][cH:30]3)[CH2:23]2)[c:31]2[cH:32][cH:33][c:34]([Cl:37])[cH:35][cH:36]2)[cH:17][cH:18]1.[Cl:38][CH2:39][Cl:40].[OH:1][O:2][C:3]([c:4]1[cH:5][c:6]([Cl:7])[cH:8][cH:9][cH:10]1)=[O:11]>>[O:1]=[S:24]([CH:22]1[CH2:21][N:20]([CH:19]([c:16]2[cH:15][cH:14][c:13]([Cl:12])[cH:18][cH:17]2)[c:31]2[cH:32][cH:33][c:34]([Cl:37])[cH:35][cH:36]2)[CH2:23]1)[c:25]1[cH:26][cH:27][cH:28][cH:29][cH:30]1. Starting materials: Cc1cn(-c2cc([N+](=O)[O-])cc(C(F)(F)F)c2)cn1, CS(=O)(=O)O, CCOC(C)=O. The product is Cc1cn(-c2cc([N+](=O)[O-])cc(C(F)(F)F)c2)cn1, CS(=O)(=O)O. As a reaction SMILES: [CH3:1][c:2]1[n:3][cH:4][n:5](-[c:7]2[cH:8][c:9]([N+:17](=[O:18])[O-:19])[cH:10][c:11]([C:13]([F:14])([F:15])[F:16])[cH:12]2)[cH:6]1.[CH3:20][S:21]([OH:22])(=[O:23])=[O:24].[CH3:25][CH2:26][O:27][C:28](=[O:29])[CH3:30]>>[CH3:1][c:2]1[n:3][cH:4][n:5](-[c:7]2[cH:8][c:9]([N+:17](=[O:18])[O-:19])[cH:10][c:11]([C:13]([F:14])([F:15])[F:16])[cH:12]2)[cH:6]1.[CH3:20][S:21](=[O:22])(=[O:23])[OH:24]. Reactants: CCOC(=O)CC(=O)N1CC(COc2ccc(Cl)cc2C(C)(C)C)C1, C1CCOC1, Cl, [Li+], [OH-]. Yields the product CC(C)(C)c1cc(Cl)ccc1OCC1CN(C(=O)CC(=O)O)C1. RXN SMILES: [C:1]([CH3:2])([CH3:3])([CH3:4])[c:5]1[c:6]([O:7][CH2:8][CH:9]2[CH2:10][N:11]([C:13]([CH2:14][C:15](=[O:16])[O:17][CH2:18][CH3:19])=[O:20])[CH2:12]2)[cH:21][cH:22][c:23]([Cl:25])[cH:24]1.[CH2:29]1[O:30][CH2:31][CH2:32][CH2:33]1.[ClH:28].[Li+:26].[OH-:27]>>[C:1]([CH3:2])([CH3:3])([CH3:4])[c:5]1[c:6]([O:7][CH2:8][CH:9]2[CH2:10][N:11]([C:13]([CH2:14][C:15](=[O:16])[OH:17])=[O:20])[CH2:12]2)[cH:21][cH:22][c:23]([Cl:25])[cH:24]1. The reactants are C(C)(=O)OCC (ethyl acetate), C([O-])([O-])=O.[K+].[K+] (potassium carbonate), BrCC=1SC(=NN1)OCC (2-bromomethyl-5-ethoxy-1,3,4-thiadiazole), O(C1=CC=CC=C1)C1=CC=C(C=C1)O (4-phenoxy phenol). Solvent: CC(=O)C (acetone). Product: C(C)OC=1S(C(=NN1)OC1=CC=C(C=C1)OC1=CC=CC=C1)C (2-ethoxy-5-[(4-phenoxy)phenoxy]-methyl-1,3,4-thiadiazole). Yield: 74.2%. RXN SMILES: [O:1]([C:8]1[CH:13]=[CH:12][C:11]([OH:14])=[CH:10][CH:9]=1)[C:2]1[CH:7]=[CH:6][CH:5]=[CH:4][CH:3]=1.[C:15](=O)([O-])[O-].[K+].[K+].BrC[C:23]1[S:24][C:25]([O:28][CH2:29][CH3:30])=[N:26][N:27]=1.C(OCC)(=O)C>CC(C)=O>[CH2:29]([O:28][C:25]1[SH:24]([CH3:15])[C:23]([O:14][C:11]2[CH:10]=[CH:9][C:8]([O:1][C:2]3[CH:7]=[CH:6][CH:5]=[CH:4][CH:3]=3)=[CH:13][CH:12]=2)=[N:27][N:26]=1)[CH3:30] |f:1.2.3|. Procedure details: 0.76 g of 4-phenoxy phenol was dissolved in 10 ml of acetone followed by adding 0.6 g of anhydrous potassium carbonate and 1.0 g of 2-bromomethyl-5-ethoxy-1,3,4-thiadiazole. The resulting mixture was refluxed with stirring and heated for 2 hours. After cooling, 100 ml of ethyl acetate was added followed by washing with water for two times, and the resulting ethyl acetate layer was dried over anhydrous magnesium sulfate. Ethyl acetate was distilled over under reduced pressure, and the residue was... The reactants are NC1=NC(=CC(=C1CO)C=1CN(CCC1)C(=O)OC(C)(C)C)C1=C(C=CC=C1)OCC1=CC=C(C=C1)OC (tert-butyl 2′-amino-3′-(hydroxymethyl)-6′-{2-[(4-methoxybenzyl)oxy]phenyl}-5,6-dihydro-3,4′-bipyridine-1(2H)-carboxylate), Cl (HCl). Solvent: O1CCOCC1 (dioxane). Yields the product Cl.NC1=C(C(=CC(=N1)C1=C(C=CC=C1)O)C=1CNCCC1)CO (2-[6′-amino-5′-(hydroxymethyl)-1,2,5,6-tetrahydro-3,4′-bipyridin-2′-yl]phenol hydrochloride). The yield is 87.0%. RXN SMILES: [NH2:1][C:2]1[C:7]([CH2:8][OH:9])=[C:6]([C:10]2[CH2:11][N:12](C(OC(C)(C)C)=O)[CH2:13][CH2:14][CH:15]=2)[CH:5]=[C:4]([C:23]2[CH:28]=[CH:27][CH:26]=[CH:25][C:24]=2[O:29]CC2C=CC(OC)=CC=2)[N:3]=1.[ClH:39]>O1CCOCC1>[ClH:39].[NH2:1][C:2]1[N:3]=[C:4]([C:23]2[CH:28]=[CH:27][CH:26]=[CH:25][C:24]=2[OH:29])[CH:5]=[C:6]([C:10]2[CH2:11][NH:12][CH2:13][CH2:14][CH:15]=2)[C:7]=1[CH2:8][OH:9] |f:3.4|. Procedure details: tert-butyl 2′-amino-3′-(hydroxymethyl)-6′-{2-[(4-methoxybenzyl)oxy]phenyl}-5,6-dihydro-3,4′-bipyridine-1(2H)-carboxylate (25.0 mg, 0.05 mmol) was treated with 2N HCl in dioxane (4.0 mL) overnight at room temperature. The resulting solid was collected by filtration, washed with ether and dried under reduced pressure to give 2-[6′-amino-5′-(hydroxymethyl)-1,2,5,6-tetrahydro-3,4′-bipyridin-2′-yl]phenol hydrochloride. (14 mg, yield 87%). Starting materials: O (water), C(C)OC1=C2C=CC=NC2=C(C=C1OC)[N+](=O)[O-] (5-ethoxy-6-methoxy-8-nitroquinoline), C([O-])(O)=O.[Na+] (sodium bicarbonate). Run in C(C)(=O)O (acetic acid). The product is OC1=C2C=CC=NC2=C(C=C1OC)[N+](=O)[O-] (5-hydroxy-6-methoxy-8-nitroquinoline). RXN SMILES: O.C([O:4][C:5]1[C:14]([O:15][CH3:16])=[CH:13][C:12]([N+:17]([O-:19])=[O:18])=[C:11]2[C:6]=1[CH:7]=[CH:8][CH:9]=[N:10]2)C.C(=O)(O)[O-].[Na+]>C(O)(=O)C>[OH:4][C:5]1[C:14]([O:15][CH3:16])=[CH:13][C:12]([N+:17]([O-:19])=[O:18])=[C:11]2[C:6]=1[CH:7]=[CH:8][CH:9]=[N:10]2 |f:2.3|. Procedure details: The water washings of the crude 5-ethoxy-6-methoxy-8-nitroquinoline were acidified with acetic acid and basified with sodium bicarbonate to give 0.44 g of 5-hydroxy-6-methoxy-8-nitroquinoline. The reactants are CC(=O)NN, CCO, CCOC(=O)C(=NOC)C(C)=O. Product: CCOC(=O)C(=NOC)C(C)=NNC(C)=O. RXN SMILES: [CH3:13][C:14](=[O:15])[NH:16][NH2:17].[CH3:18][CH2:19][OH:20].[CH3:1][O:2][N:3]=[C:4]([C:5](=[O:6])[O:7][CH2:8][CH3:9])[C:10](=[O:11])[CH3:12]>>[CH3:1][O:2][N:3]=[C:4]([C:5](=[O:6])[O:7][CH2:8][CH3:9])[C:10]([CH3:12])=[N:17][NH:16][C:14]([CH3:13])=[O:15]. Starting materials: ClCCl, CC(=CCOc1ccc2c(c1)OCO2)CCC(C)=C(C)C, O=C(OO)c1cccc(Cl)c1. Product: CC(=CCOc1ccc2c(c1)OCO2)CCC1(C)OC1(C)C. Reaction SMILES: [CH2:33]([Cl:34])[Cl:35].[CH3:1][C:2](=[CH:3][CH2:4][O:5][c:6]1[cH:7][c:8]2[c:9]([cH:10][cH:11]1)[O:12][CH2:13][O:14]2)[CH2:15][CH2:16][C:17](=[C:18]([CH3:19])[CH3:20])[CH3:21].[Cl:22][c:23]1[cH:24][cH:25][cH:26][c:27]([C:28]([O:29][OH:31])=[O:30])[cH:32]1>>[CH3:1][C:2](=[CH:3][CH2:4][O:5][c:6]1[cH:7][c:8]2[c:9]([cH:10][cH:11]1)[O:12][CH2:13][O:14]2)[CH2:15][CH2:16][C:17]1([CH3:21])[C:18]([CH3:19])([CH3:20])[O:30]1. Starting materials: NC(=O)CCC(=O)NBr, CC(=CF)CN1C(=O)c2ccccc2C1=O, ClC(Cl)(Cl)Cl. The product is O=C1c2ccccc2C(=O)N1CC(=CF)CBr. Reaction SMILES: [Br:17][NH:18][C:19](=[O:20])[CH2:21][CH2:22][C:23]([NH2:24])=[O:25].[C:1]1(=[O:16])[c:2]2[c:3]([cH:12][cH:13][cH:14][cH:15]2)[C:4](=[O:11])[N:5]1[CH2:6][C:7](=[CH:8][F:9])[CH3:10].[C:26]([Cl:27])([Cl:28])([Cl:29])[Cl:30]>>[C:1]1(=[O:16])[c:2]2[c:3]([cH:12][cH:13][cH:14][cH:15]2)[C:4](=[O:11])[N:5]1[CH2:6][C:7](=[CH:8][F:9])[CH2:10][Br:17].